Dataset: the Open Reaction Database (ORD), a public repository of structured organic reaction records. Task: describe an organic reaction: reactants, conditions, products, and yield The reactants are OC(CC=C)(C=1N=CN(C1)C(C1=CC=CC=C1)(C1=CC=CC=C1)C1=CC=CC=C1)C1=CC=C(C=C1)C1=CC(=CC=C1)NC(C)=O (N-[4′-[1-hydroxy-1-(1-trityl-1H-imidazol-4-yl)-3-butenyl][1,1′-biphenyl]-3-yl]acetamide), Cl (hydrochloric acid), C(O)([O-])=O.[Na+] (Sodium hydrogen carbonate). Reagents/catalysts: [C].[Pd] (palladium carbon). Run in C(C)O (ethanol). Conditions: time 9.5 hour. Yields the product OC(CCC)(C=1N=CNC1)C1=CC=C(C=C1)C1=CC(=CC=C1)NC(C)=O (N-[4′-[1-hydroxy-1-(1H-imidazol-4-yl)butyl][1,1′-biphenyl]-3-yl]acetamide). Yield: 85.5%. RXN SMILES: [OH:1][C:2]([C:30]1[CH:35]=[CH:34][C:33]([C:36]2[CH:41]=[CH:40][CH:39]=[C:38]([NH:42][C:43](=[O:45])[CH3:44])[CH:37]=2)=[CH:32][CH:31]=1)([C:6]1[N:7]=[CH:8][N:9](C(C2C=CC=CC=2)(C2C=CC=CC=2)C2C=CC=CC=2)[CH:10]=1)[CH2:3][CH:4]=[CH2:5].Cl.C(=O)([O-])O.[Na+]>C(O)C.[C].[Pd]>[OH:1][C:2]([C:30]1[CH:31]=[CH:32][C:33]([C:36]2[CH:41]=[CH:40][CH:39]=[C:38]([NH:42][C:43](=[O:45])[CH3:44])[CH:37]=2)=[CH:34][CH:35]=1)([C:6]1[N:7]=[CH:8][NH:9][CH:10]=1)[CH2:3][CH2:4][CH3:5] |f:2.3,5.6|. Procedure: A suspension of N-[4′-[1-hydroxy-1-(1-trityl-1H-imidazol-4-yl)-3-butenyl][1,1′-biphenyl]-3-yl]acetamide (829 mg), 10% palladium carbon (829 mg) and 1N hydrochloric acid (1.41 ml) in ethanol (14 ml) was stirred under a hydrogen atmosphere at room temperature for 9.5 h. Sodium hydrogen carbonate (130 mg) was added and the mixture was stirred. The reaction mixture was filtered through Celite, and the filtrate was concentrated. The residue was purified by silica gel chomatography (eluent;chloroform→... The reactants are CC1=CC=C(COC(=O)N2CCC(CC2)CNC(=O)C2=CC(=NN2)C(=O)O)C=C1 (5-({[(1-{[(4-methylbenzyl)oxy]carbonyl}piperidin-4-yl)methyl]amino}carbonyl)-1H-pyrazole-3-carboxylic acid), B.C1CCOC1 (BH3-THF). Conditions: time 1 hour. Product: OCC1=NNC(=C1)C(=O)NCC1CCN(CC1)C(=O)OCC1=CC=C(C=C1)C (4-methylbenzyl 4-[({[3-(hydroxymethyl)-1H-pyrazol-5-yl]carbonyl}amino)methyl]piperidine-1-carboxylate). Reaction SMILES: [CH3:1][C:2]1[CH:29]=[CH:28][C:5]([CH2:6][O:7][C:8]([N:10]2[CH2:15][CH2:14][CH:13]([CH2:16][NH:17][C:18]([C:20]3[NH:24][N:23]=[C:22]([C:25](O)=[O:26])[CH:21]=3)=[O:19])[CH2:12][CH2:11]2)=[O:9])=[CH:4][CH:3]=1.B.C1COCC1>>[OH:26][CH2:25][C:22]1[CH:21]=[C:20]([C:18]([NH:17][CH2:16][CH:13]2[CH2:14][CH2:15][N:10]([C:8]([O:7][CH2:6][C:5]3[CH:28]=[CH:29][C:2]([CH3:1])=[CH:3][CH:4]=3)=[O:9])[CH2:11][CH2:12]2)=[O:19])[NH:24][N:23]=1 |f:1.2|. Procedure details: To 5-({[(1-{[(4-methylbenzyl)oxy]carbonyl}piperidin-4-yl)methyl]amino}carbonyl)-1H-pyrazole-3-carboxylic acid (50 mg, 0.13 mmol) was added BH3-THF solution (2.5 mL, 2.5 mmol, 1.0M in THE). The solution was stirred at rt for 1 h, quenched with HCl (1M) and extracted with EtOAc. The organic layer was washed with H2O dried over Na2SO4, filtered and concentrated. The residue was chromatographed on silica gel (gradient elution, EtOAc to 10% MeOH/EtOAc) to give 4-methylbenzyl 4-[({[3-(hydroxymethyl)-1... Starting materials: O=C(O)C(F)(F)F, CCn1nc(NCC(=O)NC2CNC2)c2cc(C(F)(F)F)ccc21, O=C1CCC(O)(c2nccs2)CC1. Product: CCn1nc(NCC(=O)NC2CN(C3CCC(O)(c4nccs4)CC3)C2)c2cc(C(F)(F)F)ccc21. Reaction SMILES: [F:25][C:26]([F:27])([F:28])[C:29]([OH:30])=[O:31].[NH:1]1[CH2:2][CH:3]([NH:5][C:6]([CH2:7][NH:8][c:9]2[n:10][n:11]([CH2:22][CH3:23])[c:12]3[cH:13][cH:14][c:15]([C:18]([F:19])([F:20])[F:21])[cH:16][c:17]23)=[O:24])[CH2:4]1.[OH:32][C:33]1([c:40]2[s:41][cH:42][cH:43][n:44]2)[CH2:34][CH2:35][C:36](=[O:39])[CH2:37][CH2:38]1>>[N:1]1([CH:36]2[CH2:35][CH2:34][C:33]([OH:32])([c:40]3[s:41][cH:42][cH:43][n:44]3)[CH2:38][CH2:37]2)[CH2:2][CH:3]([NH:5][C:6]([CH2:7][NH:8][c:9]2[n:10][n:11]([CH2:22][CH3:23])[c:12]3[cH:13][cH:14][c:15]([C:18]([F:19])([F:20])[F:21])[cH:16][c:17]23)=[O:24])[CH2:4]1.